Dataset: the Open Reaction Database (ORD), a public repository of structured organic reaction records. Task: describe an organic reaction: reactants, conditions, products, and yield Starting materials: S(N)(=O)(=O)C1=CC=C(C=O)C=C1 (4-sulfamoylbenzaldehyde), CSC1=CC=C(N)C=C1 (4-methylthioaniline). The product is CSC1=CC=C(N=CC2=CC=C(C=C2)S(N)(=O)=O)C=C1 (4-Methylthio-N-(4-sulfamoylbenzylidene)aniline), powder. Isolated yield 95.0%. As a reaction SMILES: [S:1]([C:5]1[CH:12]=[CH:11][C:8]([CH:9]=O)=[CH:7][CH:6]=1)(=[O:4])(=[O:3])[NH2:2].[CH3:13][S:14][C:15]1[CH:21]=[CH:20][C:18]([NH2:19])=[CH:17][CH:16]=1>>[CH3:13][S:14][C:15]1[CH:21]=[CH:20][C:18]([N:19]=[CH:9][C:8]2[CH:11]=[CH:12][C:5]([S:1](=[O:4])(=[O:3])[NH2:2])=[CH:6][CH:7]=2)=[CH:17][CH:16]=1. Procedure details: Following a procedure similar to that described in Example 1(i), but using 4-sulfamoylbenzaldehyde and 4-methylthioaniline as starting materials, the title compound was obtained as a yellow powder (yield 95%). Reactants: FC1=C(OC2=C3C(=NC=C2)C=C(S3)C=3SC=CN3)C=CC(=C1)[N+](=O)[O-] (7-(2-Fluoro-4-nitrophenoxy)-2-(thiazol-2-yl)thieno[3,2-b]pyridine), ClC1=C2C(=NC=C1)C=C(S2)C#N (7-Chlorothieno[3,2-b]pyridine-2-carbonitrile). The product is FC1=C(OC2=C3C(=NC=C2)C=C(S3)C#N)C=CC(=C1)[N+](=O)[O-] (7-(2-Fluoro-4-nitrophenoxy)thieno[3,2-b]pyridine-2-carbonitrile), solid. Isolated yield 60.0%. As a reaction SMILES: [F:1][C:2]1[CH:22]=[C:21]([N+:23]([O-:25])=[O:24])[CH:20]=[CH:19][C:3]=1[O:4][C:5]1[CH:10]=[CH:9][N:8]=[C:7]2[CH:11]=[C:12]([C:14]3SC=C[N:18]=3)[S:13][C:6]=12.ClC1C=CN=C2C=C(C#N)SC=12>>[F:1][C:2]1[CH:22]=[C:21]([N+:23]([O-:25])=[O:24])[CH:20]=[CH:19][C:3]=1[O:4][C:5]1[CH:10]=[CH:9][N:8]=[C:7]2[CH:11]=[C:12]([C:14]#[N:18])[S:13][C:6]=12. Procedure: Following the procedure described above for the synthesis of compound 11 (example 12, step 3, scheme 2) but substituting compound 10 for compound 126, title compound 127 was obtained as a yellow solid (114 mg, 60% yield). MS (m/z) 316.0 (M+H). Starting materials: S([O-])(O)=O.[Na+] (sodium bisulfite), NC=1C=C(C=CC1F)C(C)=O (3'-amino-4'-fluoroacetophenone), ClS(=O)(=O)C=1C=C(C=CC1F)C(C)=O (3'-chlorosulfonyl-4'-fluoroacetophenone), liquid, N (ammonia), N(=O)[O-].[Na+] (NaNO2). The solvent is O (water), Cl (hydrochloric acid), C(C)(=O)O (acetic acid), Cl (hydrochloric acid), O (water). Product: FC1=C(C=C(C=C1)C(C)=O)S(N)(=O)=O (4'-fluoro-3'-sulfamoylacetophenone). RXN SMILES: [NH2:1]C1C=C(C(=O)C)C=CC=1F.N([O-])=O.[Na+].S(=O)(O)[O-].[Na+].Cl[S:22]([C:25]1[CH:26]=[C:27]([C:32](=[O:34])[CH3:33])[CH:28]=[CH:29][C:30]=1[F:31])(=[O:24])=[O:23].N>Cl.O.C(O)(=O)C>[F:31][C:30]1[CH:29]=[CH:28][C:27]([C:32](=[O:34])[CH3:33])=[CH:26][C:25]=1[S:22](=[O:24])(=[O:23])[NH2:1] |f:1.2,3.4|. Reported procedure: 4.9 g of 3'-amino-4'-fluoroacetophenone were diazotized in 25 ml of concentrated hydrochloric acid at 0° to 5° C with a solution of 2.3 g of NaNO2 in 5 ml of water and treated with a solution, prepared from 2.7 g of sodium bisulfite in 5 ml of water and 25 ml of concentrated hydrochloric acid and the oily 3'-chlorosulfonyl-4'-fluoroacetophenone was reacted with 20 ml of liquid ammonia to give the 4'-fluoro-3'-sulfamoylacetophenone, melting point: 135° C from glacial acetic acid. Starting materials: C=CCOC(=O)Cl, O=C1CNC(c2cc(Cl)cc(Cl)c2)=NN1CC(F)(F)F, [H-], [Na+], C1CCOC1. Yields the product C=CCOC(=O)N1CC(=O)N(CC(F)(F)F)N=C1c1cc(Cl)cc(Cl)c1. As a reaction SMILES: [Cl:23][C:24](=[O:25])[O:26][CH2:27][CH:28]=[CH2:29].[F:1][C:2]([CH2:3][N:4]1[N:5]=[C:6]([c:11]2[cH:12][c:13]([Cl:18])[cH:14][c:15]([Cl:17])[cH:16]2)[NH:7][CH2:8][C:9]1=[O:10])([F:19])[F:20].[H-:21].[Na+:22].[O:30]1[CH2:31][CH2:32][CH2:33][CH2:34]1>>[F:1][C:2]([CH2:3][N:4]1[N:5]=[C:6]([c:11]2[cH:12][c:13]([Cl:18])[cH:14][c:15]([Cl:17])[cH:16]2)[N:7]([C:24](=[O:25])[O:26][CH2:27][CH:28]=[CH2:29])[CH2:8][C:9]1=[O:10])([F:19])[F:20]. The reactants are CC(C)Sc1ncc(Br)s1, Cc1ccccc1-c1cc(B(O)O)cn2ccnc12. The product is Cc1ccccc1-c1cc(-c2cnc(SC(C)C)s2)cn2ccnc12. As a reaction SMILES: [Br:1][c:2]1[cH:3][n:4][c:5]([S:7][CH:8]([CH3:9])[CH3:10])[s:6]1.[c:11]1([CH3:29])[c:12](-[c:17]2[c:18]3[n:19]([cH:20][c:21]([B:23]([OH:24])[OH:25])[cH:22]2)[cH:26][cH:27][n:28]3)[cH:13][cH:14][cH:15][cH:16]1>>[c:2]1(-[c:21]2[cH:20][n:19]3[c:18]([c:17](-[c:12]4[c:11]([CH3:29])[cH:16][cH:15][cH:14][cH:13]4)[cH:22]2)[n:28][cH:27][cH:26]3)[cH:3][n:4][c:5]([S:7][CH:8]([CH3:9])[CH3:10])[s:6]1. The product is c1cnc2c(c1)CCCC2NCCc1c[nH]cn1. Reactants: [BH4-], CO, [Na+], O=C1CCCc2cccnc21, NCCc1c[nH]cn1. Reaction SMILES: [BH4-:22].[CH3:20][OH:21].[Na+:23].[n:1]1[cH:2][cH:3][cH:4][c:5]2[c:10]1[C:9](=[O:11])[CH2:8][CH2:7][CH2:6]2.[nH:12]1[cH:13][n:14][c:15]([CH2:17][CH2:18][NH2:19])[cH:16]1>>[n:1]1[cH:2][cH:3][cH:4][c:5]2[c:10]1[CH:9]([NH:19][CH2:18][CH2:17][c:15]1[n:14][cH:13][nH:12][cH:16]1)[CH2:8][CH2:7][CH2:6]2. Starting materials: FC(S(=O)(=O)[O-])(F)F (trifluoromethane sulphonate), C(C)(=O)N1CCC2=CC(=CC=C12)S (1-Acetyl-5-mercaptoindoline), C(C)OC(COS(=O)(=O)C(F)(F)F)OCC (2-Trifluoromethylsulphonyloxyacetaldehyde Diethyl Acetal), C(C)(C)N(CC)C(C)C (diisopropylethylamine). The reagents and catalysts are CCN(C(C)C)C(C)C (DIPEA). Run in ClCCl (dichloromethane). Conditions: time 4.5 hour. Product: C(C)(=O)N1CCC2=CC(=CC=C12)SCC(OCC)OCC (1-Acetyl-5-(2,2-diethoxyethylthio)indoline). Isolated yield 76.5%. RXN SMILES: [C:1]([N:4]1[C:12]2[C:7](=[CH:8][C:9]([SH:13])=[CH:10][CH:11]=2)[CH2:6][CH2:5]1)(=[O:3])[CH3:2].[CH2:14]([O:16][CH:17]([O:27][CH2:28][CH3:29])[CH2:18]OS(C(F)(F)F)(=O)=O)[CH3:15].C(N(C(C)C)CC)(C)C.FC(F)(F)S([O-])(=O)=O>ClCCl.CCN(C(C)C)C(C)C>[C:1]([N:4]1[C:12]2[C:7](=[CH:8][C:9]([S:13][CH2:18][CH:17]([O:27][CH2:28][CH3:29])[O:16][CH2:14][CH3:15])=[CH:10][CH:11]=2)[CH2:6][CH2:5]1)(=[O:3])[CH3:2]. Procedure details: A mixture of thiol (D3, 3.38 g, 17.5 mmol), acetal trifluoromethanesulphonate (D4, 5.05 g, 19 mmol) and diisopropylethylamine (3.2 ml, 19 mmol) in dry dichloromethane (80 ml) was stirred for 4.5 h at room temperature. Further small portions of trifluoromethane sulphonate and of DIPEA (2 drops each) were added and stirring was continued for another 1 h before the mixture was washed sequentially with dilute hydrochloric acid, dilute sodium hydroxide, and water. The organic phase was dried and evap...